Dataset: the Open Reaction Database (ORD), a public repository of structured organic reaction records. Task: describe an organic reaction: reactants, conditions, products, and yield Reactants: C(N)(=O)C1=C(C=C(N=N1)N[C@H]1[C@H](CCCC1)NC(OC(C)(C)C)=O)NC1=NC(=C(C=C1)OC)C(C)C (tert-butyl (1S,2R)-2-(6-carbamoyl-5-(6-isopropyl-5-methoxypyridin-2-ylamino)pyridazin-3-ylamino)cyclohexylcarbamate), FC(C(=O)O)(F)F (trifluoroacetic acid). The solvent is ClCCl (dichloromethane). Run at time 16 hour. Yields the product N[C@@H]1[C@@H](CCCC1)NC1=CC(=C(N=N1)C(=O)N)NC1=NC(=C(C=C1)OC)C(C)C (6-((1R,2S)-2-aminocyclohexylamino)-4-(6-isopropyl-5-methoxypyridin-2-ylamino)pyridazine-3-carboxamide). The yield is 54.0%. RXN SMILES: [C:1]([C:4]1[N:9]=[N:8][C:7]([NH:10][C@@H:11]2[CH2:16][CH2:15][CH2:14][CH2:13][C@@H:12]2[NH:17]C(=O)OC(C)(C)C)=[CH:6][C:5]=1[NH:25][C:26]1[CH:31]=[CH:30][C:29]([O:32][CH3:33])=[C:28]([CH:34]([CH3:36])[CH3:35])[N:27]=1)(=[O:3])[NH2:2].FC(F)(F)C(O)=O>ClCCl>[NH2:17][C@H:12]1[CH2:13][CH2:14][CH2:15][CH2:16][C@H:11]1[NH:10][C:7]1[N:8]=[N:9][C:4]([C:1]([NH2:2])=[O:3])=[C:5]([NH:25][C:26]2[CH:31]=[CH:30][C:29]([O:32][CH3:33])=[C:28]([CH:34]([CH3:36])[CH3:35])[N:27]=2)[CH:6]=1. Reported procedure: To a solution of tert-butyl (1S,2R)-2-(6-carbamoyl-5-(6-isopropyl-5-methoxypyridin-2-ylamino)pyridazin-3-ylamino)cyclohexylcarbamate (100 mg, 200 μmol) in dichloromethane (3 mL) was added trifluoroacetic acid (456 mg, 308 μL, 4.00 mmol) and the mixture stirred at room temperature for 16 h. The mixture was concentrated in vacuo then 25% aqueous NH4OH solution added. This was then diluted with dichloromethane and water, the phases separated, and the organic phase washed twice with water. The organ... Reactants: C([O-])([O-])=O.[Na+].[Na+] (sodium carbonate), C(C)(C)(C)OC(NC1CN(CC1)C1CCN(CC1)C1=NC=NC(=N1)Cl)=O ({1-[1-(4-chloro-1,3,5-triazin-2-yl)piperidin-4-yl]pyrrolidin-3-yl}carbamic acid tert-butyl ester), CC1(OB(OC1(C)C)C1=CC=2C(CCC(C2C=C1)(C)C)(C)C)C (4,4,5,5-tetramethyl-2-(5,5,8,8-tetramethyl-5,6,7,8-tetrahydronaphthalen-2-yl)-1,3,2-dioxaborolane). The reagents and catalysts are Cl[Pd]([P](C1=CC=CC=C1)(C2=CC=CC=C2)C3=CC=CC=C3)([P](C4=CC=CC=C4)(C5=CC=CC=C5)C6=CC=CC=C6)Cl (bis(triphenylphosphine)palladium(II) dichloride). Run in CN(C)C=O.COCCOC.CO.O (DMF DME methanol water), CO (methanol). Product: C(C)(C)(C)OC(NC1CN(CC1)C1CCN(CC1)C1=NC=NC(=N1)C1=CC=2C(CCC(C2C=C1)(C)C)(C)C)=O ((1-{1-[4-(5,5,8,8-Tetramethyl-5,6,7,8-tetrahydronaphthalen-2-yl)-1,3,5-triazin-2-yl]piperidin-4-yl}pyrrolidin-3-yl)carbamic acid tert-butyl ester). RXN SMILES: C(=O)([O-])[O-].[Na+].[Na+].[C:7]([O:11][C:12](=[O:32])[NH:13][CH:14]1[CH2:18][CH2:17][N:16]([CH:19]2[CH2:24][CH2:23][N:22]([C:25]3[N:30]=[C:29](Cl)[N:28]=[CH:27][N:26]=3)[CH2:21][CH2:20]2)[CH2:15]1)([CH3:10])([CH3:9])[CH3:8].CC1(C)C(C)(C)OB([C:41]2[CH:50]=[CH:49][C:48]3[C:47]([CH3:52])([CH3:51])[CH2:46][CH2:45][C:44]([CH3:54])([CH3:53])[C:43]=3[CH:42]=2)O1>CN(C=O)C.COCCOC.CO.O.CO.Cl[Pd](Cl)([P](C1C=CC=CC=1)(C1C=CC=CC=1)C1C=CC=CC=1)[P](C1C=CC=CC=1)(C1C=CC=CC=1)C1C=CC=CC=1>[C:7]([O:11][C:12](=[O:32])[NH:13][CH:14]1[CH2:18][CH2:17][N:16]([CH:19]2[CH2:24][CH2:23][N:22]([C:25]3[N:30]=[C:29]([C:50]4[CH:41]=[CH:42][C:43]5[C:44]([CH3:54])([CH3:53])[CH2:45][CH2:46][C:47]([CH3:52])([CH3:51])[C:48]=5[CH:49]=4)[N:28]=[CH:27][N:26]=3)[CH2:21][CH2:20]2)[CH2:15]1)([CH3:10])([CH3:9])[CH3:8] |f:0.1.2,5.6.7.8,^1:74,93|. Reported procedure: 23 mg (0.22 mmol) of sodium carbonate are added to 50 mg (0.11 mmol) of {1-[1-(4-chloro-1,3,5-triazin-2-yl)piperidin-4-yl]pyrrolidin-3-yl}carbamic acid tert-butyl ester and 45 mg (0.12 mmol) of 4,4,5,5-tetramethyl-2-(5,5,8,8-tetramethyl-5,6,7,8-tetrahydronaphthalen-2-yl)-1,3,2-dioxaborolane in 1.5 ml of DMF/DME/methanol/water (1/1/0.9/0.3). The reaction mixture is degassed a number of times, 8 mg (0.017 mmol) of bis(triphenylphosphine)palladium(II) dichloride are added under nitrogen atmosphere,... Starting materials: CO, COC(=O)C1(c2ccc(O)c([N+](=O)[O-])c2)CC1. Yields the product COC(=O)C1(c2ccc(O)c(N)c2)CC1. As a reaction SMILES: [CH3:18][OH:19].[CH3:1][O:2][C:3](=[O:4])[C:5]1([c:8]2[cH:9][c:10]([N+:15]([O-:16])=[O:17])[c:11]([OH:14])[cH:12][cH:13]2)[CH2:6][CH2:7]1>>[CH3:1][O:2][C:3](=[O:4])[C:5]1([c:8]2[cH:9][c:10]([NH2:15])[c:11]([OH:14])[cH:12][cH:13]2)[CH2:6][CH2:7]1.